describe an organic reaction: reactants, conditions, products, and yield From a dataset of the Open Reaction Database (ORD), a public repository of structured organic reaction records. The reactants are CCN(CC)CC(C)N1c2ccccc2Sc2ccc(C(=N)OC)cc21, CCC(C)CN, CCOC(C)=O, CO, Cl. Yields the product CCC(C)CNC(=N)c1ccc2c(c1)N(C(C)CN(CC)CC)c1ccccc1S2. RXN SMILES: [CH2:8]([CH3:9])[N:10]([CH2:11][CH:12]([CH3:13])[N:14]1[c:15]2[cH:16][cH:17][cH:18][cH:19][c:20]2[S:21][c:22]2[cH:23][cH:24][c:25]([C:28]([O:29][CH3:30])=[NH:31])[cH:26][c:27]21)[CH2:32][CH3:33].[CH3:1][CH:2]([CH2:3][NH2:4])[CH2:5][CH3:6].[CH3:34][CH2:35][O:36][C:37](=[O:38])[CH3:39].[CH3:40][OH:41].[ClH:7]>>[CH3:1][CH:2]([CH2:3][NH:4][C:28]([c:25]1[cH:24][cH:23][c:22]2[c:27]([cH:26]1)[N:14]([CH:12]([CH2:11][N:10]([CH2:8][CH3:9])[CH2:32][CH3:33])[CH3:13])[c:15]1[cH:16][cH:17][cH:18][cH:19][c:20]1[S:21]2)=[NH:31])[CH2:5][CH3:6].